From a dataset of the Open Reaction Database (ORD), a public repository of structured organic reaction records. describe an organic reaction: reactants, conditions, products, and yield Reaction SMILES: [F:1][C:2]1[CH:7]=[C:6]([O:8][C:9]2[CH:14]=[CH:13][N:12]=[C:11]([C:15]3[CH:16]=[N:17][N:18]([CH3:20])[CH:19]=3)[CH:10]=2)[C:5]([F:21])=[CH:4][C:3]=1[NH:22][C:23]([C:25]1([C:28]([O:30]C)=[O:29])[CH2:27][CH2:26]1)=[O:24].O.O.[OH-].[Li+:35]>C1COCC1>[F:1][C:2]1[CH:7]=[C:6]([O:8][C:9]2[CH:14]=[CH:13][N:12]=[C:11]([C:15]3[CH:16]=[N:17][N:18]([CH3:20])[CH:19]=3)[CH:10]=2)[C:5]([F:21])=[CH:4][C:3]=1[NH:22][C:23]([C:25]1([C:28]([O-:30])=[O:29])[CH2:27][CH2:26]1)=[O:24].[Li+:35] |f:2.3.4,6.7|. The yield is 89.8%. The solvent is C1CCOC1 (THF). Reactants: O (water), O.[OH-].[Li+] (lithium hydroxide monohydrate), FC1=C(C=C(C(=C1)OC1=CC(=NC=C1)C=1C=NN(C1)C)F)NC(=O)C1(CC1)C(=O)OC (methyl 1-((2,5-difluoro-4-(2-(1-methyl-1H-pyrazol-4-yl)pyridin-4-yloxy)phenyl)carbamoyl)cyclopropanecarboxylate). Procedure: To a suspension of methyl 1-((2,5-difluoro-4-(2-(1-methyl-1H-pyrazol-4-yl)pyridin-4-yloxy)phenyl)carbamoyl)cyclopropanecarboxylate (5.8 g, 13.54 mmol) in THF (100 mL) were added water (50.0 mL) and lithium hydroxide monohydrate (2.84 g, 67.7 mmol). The reaction mixture was stirred at RT for 40 minutes. The layers were separated and the organic phase washed with brine (50 mL), dried (MgSO4) and concentrated to dryness to afford lithium 1-((2,5-difluoro-4-(2-(1-methyl-1H-pyrazol-4-yl)pyridin-4-ylo... The product is FC1=C(C=C(C(=C1)OC1=CC(=NC=C1)C=1C=NN(C1)C)F)NC(=O)C1(CC1)C(=O)[O-].[Li+] (lithium 1-((2,5-difluoro-4-(2-(1-methyl-1H-pyrazol-4-yl)pyridin-4-yloxy)phenyl)carbamoyl)cyclopropanecarboxylate). Conditions: time 40 minute. Starting materials: C[C@]1(CC=C[C@H]2COC(N2CCSC=2SC=C(C(O1)=O)N2)=O)CCCC(F)(F)F ((9S,13R)-13-methyl-13-(4,4,4-trifluorobutyl)-7,14-dioxa-2,18-dithia-5,19-diazatricyclo[14.2.1.05,9]nonadeca-1(19),10,16-triene-6,15-dione), O[C@H](/C=C/[C@@H]1N(C(OC1)=O)CCSC=1SC=C(N1)C(=O)OCC)C(CCCC)(C)C (ethyl 2-[(2-{(4S)-4-[(1E,3R)-3-hydroxy-4,4-dimethyl-1-octenyl]-2-oxo-1,3-oxazolidin-3-yl}ethyl)thio]-1,3-thiazole-4-carboxylate), O1CCCC1 (tetrahydrofuran). The solvent is CO (methanol). The product is O=C1OC[C@@H](N1CCSC=1SC=C(N1)C(=O)O)\C=C\C[C@](CCCC(F)(F)F)(C)O (2-[(2-{(4S)-2-oxo-4-[(1E,4R)-8,8,8-trifluoro-4-hydroxy-4-methyl-1-octenyl]-1,3-oxazolidin-3-yl}ethyl)sulfanyl]-1,3-thiazole-4-carboxylic acid). Reaction SMILES: [CH3:1][C@:2]1([CH2:23][CH2:24][CH2:25][C:26]([F:29])([F:28])[F:27])[O:19][C:18](=[O:20])[C:17]2[N:21]=[C:14]([S:15][CH:16]=2)[S:13][CH2:12][CH2:11][N:10]2[C@H:6]([CH2:7][O:8][C:9]2=[O:22])[CH:5]=[CH:4][CH2:3]1.[OH:30][C@@H](C(C)(C)CCCC)/C=C/[C@H]1COC(=O)N1CCSC1SC=C(C(OCC)=O)N=1.O1CCCC1>CO>[O:22]=[C:9]1[N:10]([CH2:11][CH2:12][S:13][C:14]2[S:15][CH:16]=[C:17]([C:18]([OH:19])=[O:20])[N:21]=2)[C@@H:6](/[CH:5]=[CH:4]/[CH2:3][C@@:2]([OH:30])([CH3:1])[CH2:23][CH2:24][CH2:25][C:26]([F:27])([F:29])[F:28])[CH2:7][O:8]1. Procedure details: By the same procedure as the reaction of Example 8 using the compound 64-1 (Less polar) instead of the compound 7 and using a mixture of tetrahydrofuran and methanol instead of methanol, the title compound having the following physical data was obtained. The reactants are O=C([O-])[O-], O=C(Cl)c1ccccc1, COc1cccc(C2CCCN2)c1, CC#N, [K+], [K+]. The product is COc1cccc(C2CCCN2C(=O)c2ccccc2)c1. Reaction SMILES: [C:14](=[O:15])([O-:16])[O-:17].[C:20]([c:21]1[cH:22][cH:23][cH:24][cH:25][cH:26]1)(=[O:27])[Cl:28].[CH3:1][O:2][c:3]1[cH:4][c:5]([CH:9]2[NH:10][CH2:11][CH2:12][CH2:13]2)[cH:6][cH:7][cH:8]1.[CH3:29][C:30]#[N:31].[K+:18].[K+:19]>>[CH3:1][O:2][c:3]1[cH:4][c:5]([CH:9]2[N:10]([C:20]([c:21]3[cH:22][cH:23][cH:24][cH:25][cH:26]3)=[O:27])[CH2:11][CH2:12][CH2:13]2)[cH:6][cH:7][cH:8]1. Starting materials: CCCCc1ccccc1, O=S(=O)(O)Cl, ClC(Cl)Cl. Yields the product CCCCc1ccc(S(=O)(=O)Cl)cc1. As a reaction SMILES: [CH3:1][CH2:2][CH2:3][CH2:4][c:5]1[cH:6][cH:7][cH:8][cH:9][cH:10]1.[Cl:11][S:12](=[O:13])(=[O:14])[OH:15].[Cl:16][CH:17]([Cl:18])[Cl:19]>>[CH3:1][CH2:2][CH2:3][CH2:4][c:5]1[cH:6][cH:7][c:8]([S:12]([Cl:11])(=[O:13])=[O:14])[cH:9][cH:10]1. The reactants are CCOC(=O)c1c(C)c[nH]c1CCNCCN1CCOCC1, C[Al](C)C, Cc1ccccc1, Cl, [Na+], [OH-], O. Yields the product Cc1c[nH]c2c1C(=O)N(CCN1CCOCC1)CC2. RXN SMILES: [CH2:1]([O:3][C:4](=[O:2])[c:6]1[c:7]([CH2:12][CH2:13][NH:14][CH2:15][CH2:16][N:17]2[CH2:18][CH2:19][O:20][CH2:21][CH2:22]2)[nH:8][cH:9][c:10]1[CH3:11])[CH3:5].[CH3:23][Al:24]([CH3:25])[CH3:26].[CH3:30][c:31]1[cH:32][cH:33][cH:34][cH:35][cH:36]1.[ClH:27].[Na+:29].[OH-:28].[OH2:37]>>[O:3]=[C:4]1[c:6]2[c:7]([nH:8][cH:9][c:10]2[CH3:11])[CH2:12][CH2:13][N:14]1[CH2:15][CH2:16][N:17]1[CH2:18][CH2:19][O:20][CH2:21][CH2:22]1.